This data is from the Open Reaction Database (ORD), a public repository of structured organic reaction records. The task is: describe an organic reaction: reactants, conditions, products, and yield Reactants: OC1=CC=C(OC2=C(C=C(C#N)C=C2)[N+](=O)[O-])C=C1 (4-(4-Hydroxy-phenoxy)-3-nitro-benzonitrile), [H][H] (hydrogen). Reagents/catalysts: [Pd] (palladium on carbon). Solvent: CO (methanol). The product is NC=1C=C(C#N)C=CC1OC1=CC=C(C=C1)O (3-Amino-4-(4-hydroxy-phenoxy)-benzonitrile). Isolated yield 99.0%. Reaction SMILES: [OH:1][C:2]1[CH:19]=[CH:18][C:5]([O:6][C:7]2[CH:14]=[CH:13][C:10]([C:11]#[N:12])=[CH:9][C:8]=2[N+:15]([O-])=O)=[CH:4][CH:3]=1.[H][H]>CO.[Pd]>[NH2:15][C:8]1[CH:9]=[C:10]([CH:13]=[CH:14][C:7]=1[O:6][C:5]1[CH:18]=[CH:19][C:2]([OH:1])=[CH:3][CH:4]=1)[C:11]#[N:12]. Procedure details: The product of Example 152A (500 mg, 1.952 mmol) was hydrogenated in methanol (20 mL) with hydrogen (1 atmosphere, balloon) and 10% palladium on carbon (50 mg) for 30 minutes. The reaction was vacuum filtered through a 0.45□ PTFE membrane and the catalyst washed with methanol. The filtrate was concentrated by rotary evaporation under vacuum to provide the title compound as a pinkish-beige solid (437 mg, 99%). The reactants are O(C1=CC=CC=C1)C1=CC=C(CN)C=C1 (4-phenoxybenzylamine), NC1=CC2=C(OC(OC2=O)(C)C)C=C1 (6-amino-2,2-dimethyl-4H-1,3-benzodioxin-4-one), ClCC=1N=C(SC1)C1=CC=C(C(=O)Cl)C=C1 (4-[4-(chloromethyl)-1,3-thiazol-2-yl]benzoyl chloride), C(C1=CC=CC=C1)(=O)Cl (benzoyl chloride). Product: C(C1=CC=CC=C1)(=O)N(C=1C=CC(=C(C(=O)O)C1)O)CC=1N=C(SC1)C1=CC=C(C=C1)C(=O)NCC1=CC=C(C=C1)OC1=CC=CC=C1 (5-(benzoyl{[2-(4-{[(4-phenoxybenzyl)amino]carbonyl}phenyl)-1,3-thiazol-4-yl]methyl}amino)-2-hydroxybenzoic acid). RXN SMILES: [O:1]([C:8]1[CH:15]=[CH:14][C:11]([CH2:12][NH2:13])=[CH:10][CH:9]=1)[C:2]1[CH:7]=[CH:6][CH:5]=[CH:4][CH:3]=1.Cl[CH2:17][C:18]1[N:19]=[C:20]([C:23]2[CH:31]=[CH:30][C:26]([C:27](Cl)=[O:28])=[CH:25][CH:24]=2)[S:21][CH:22]=1.[C:32](Cl)(=[O:39])[C:33]1[CH:38]=[CH:37][CH:36]=[CH:35][CH:34]=1.[NH2:41][C:42]1[CH:54]=[CH:53][C:45]2[O:46]C(C)(C)[O:48][C:49](=[O:50])[C:44]=2[CH:43]=1>>[C:32]([N:41]([CH2:17][C:18]1[N:19]=[C:20]([C:23]2[CH:31]=[CH:30][C:26]([C:27]([NH:13][CH2:12][C:11]3[CH:10]=[CH:9][C:8]([O:1][C:2]4[CH:3]=[CH:4][CH:5]=[CH:6][CH:7]=4)=[CH:15][CH:14]=3)=[O:28])=[CH:25][CH:24]=2)[S:21][CH:22]=1)[C:42]1[CH:54]=[CH:53][C:45]([OH:46])=[C:44]([CH:43]=1)[C:49]([OH:50])=[O:48])(=[O:39])[C:33]1[CH:38]=[CH:37][CH:36]=[CH:35][CH:34]=1. Reported procedure: The title compound was prepared following the procedure A using 4-phenoxybenzylamine, 4-[4-(chloromethyl)-1,3-thiazol-2-yl]benzoyl chloride, benzoyl chloride and 6-amino-2,2-dimethyl-4H-1,3-benzodioxin-4-one. M+(ESI): 656.2 Starting materials: ethyl α-fluoro silyl enol ether, C(C)OC(C=CCOCC1=CC=CC=C1)=O (4-benzyloxy-but-2-enoic acid ethyl ester), C(Cl)Cl (CH2Cl2), [Si](C)(C)(C)OS(=O)(=O)C(F)(F)F (TMSOTf). Run in O (H2O). Reaction conditions: temperature 0 celsius, time 10 minute. Product: C(C)OC(C(C(CC(=O)OCC)COCC1=CC=CC=C1)F)=O (3-Benzyloxymethyl-2-fluoro-pentanedioic Acid Diethyl Ester). Yield: 119.4%. Reaction SMILES: [CH2:1]([O:3][C:4](=[O:16])[CH:5]=[CH:6][CH2:7][O:8][CH2:9][C:10]1[CH:15]=[CH:14][CH:13]=[CH:12][CH:11]=1)[CH3:2].C(Cl)Cl.[Si](OS([C:28]([F:31])(F)F)(=O)=O)(C)(C)C>O>[CH2:1]([O:3][C:4](=[O:16])[CH:28]([F:31])[CH:6]([CH2:7][O:8][CH2:9][C:10]1[CH:15]=[CH:14][CH:13]=[CH:12][CH:11]=1)[CH2:5][C:4]([O:3][CH2:1][CH3:2])=[O:16])[CH3:2]. Procedure details: In a 10 mL flask with 4-benzyloxy-but-2-enoic acid ethyl ester (0.1 g, 0.45 mmol) inside, dry CH2Cl2 3 mL was added under argon. This was cooled to 0° C., TMSOTf (0.08 mL, 0.45 mmol) was added drop by drop. After stirring for 10 min, ethyl α-fluoro silyl enol ether (0.08 g, 0.45 mmol) was added dropwisely at 0° C. This was left stirring at 0° C. for 1.5 hr, at room temperature for 5 hr and refluxing for 25 hr. After cooling to room temperature, H2O was added and the aqueous phase was extracted w... The reactants are CC(C)(C)OC(=O)NCCCO, C1CCOC1, O=c1cc(O)c2c(Cl)cccc2o1, CC(C)OC(=O)N=NC(=O)OC(C)C, c1ccc(P(c2ccccc2)c2ccccc2)cc1. The product is CC(C)(C)OC(=O)NCCCOc1cc(=O)oc2cccc(Cl)c12. Reaction SMILES: [C:34]([CH3:35])([CH3:36])([CH3:37])[O:38][C:39]([NH:40][CH2:41][CH2:42][CH2:43][OH:44])=[O:45].[CH2:59]1[O:60][CH2:61][CH2:62][CH2:63]1.[Cl:46][c:47]1[c:48]2[c:49]([OH:58])[cH:50][c:51](=[O:57])[o:52][c:53]2[cH:54][cH:55][cH:56]1.[O:20]=[C:21]([O:22][CH:23]([CH3:24])[CH3:25])[N:26]=[N:27][C:28]([O:29][CH:30]([CH3:31])[CH3:32])=[O:33].[c:1]1([P:2]([c:3]2[cH:4][cH:5][cH:6][cH:7][cH:8]2)[c:9]2[cH:10][cH:11][cH:12][cH:13][cH:14]2)[cH:15][cH:16][cH:17][cH:18][cH:19]1>>[C:34]([CH3:35])([CH3:36])([CH3:37])[O:38][C:39]([NH:40][CH2:41][CH2:42][CH2:43][O:44][c:49]1[c:48]2[c:47]([Cl:46])[cH:56][cH:55][cH:54][c:53]2[o:52][c:51](=[O:57])[cH:50]1)=[O:45].